Dataset: the Open Reaction Database (ORD), a public repository of structured organic reaction records. Task: describe an organic reaction: reactants, conditions, products, and yield The reactants are C(C)(C)(C)[Si](OCCN1N=C(C=C1)NC(C(CC1CCOCC1)N1N=CC(=CC1=O)OC1=C(C=CC=C1F)F)=O)(C)C (N-{1-[2-(tert-butyl-dimethyl-silanyloxy)-ethyl]-1H-pyrazol-3-yl}-2-[4-(2,6-difluoro-phenoxy)-6-oxo-6H-pyridazin-1-yl]-3-(tetrahydro-pyran-4-yl)-propionamide). Reagents/catalysts: Cl (hydrochloric acid). Solvent: C(C)O (ethanol), C(C)(=O)OCC (ethyl acetate). Reaction conditions: temperature 25 celsius, time 8 hour. Product: FC1=C(OC=2C=NN(C(C2)=O)C(C(=O)NC2=NN(C=C2)CCO)CC2CCOCC2)C(=CC=C1)F (2-[4-(2,6-difluoro-phenoxy)-6-oxo-6H-pyridazin-1-yl]-N-[1-(2-hydroxy-ethyl)-1H-pyrazol-3-yl]-3-(tetrahydro-pyran-4-yl)-propionamide). The yield is 68.4%. Reaction SMILES: C([Si](C)(C)[O:6][CH2:7][CH2:8][N:9]1[CH:13]=[CH:12][C:11]([NH:14][C:15](=[O:40])[CH:16]([N:24]2[C:29](=[O:30])[CH:28]=[C:27]([O:31][C:32]3[C:37]([F:38])=[CH:36][CH:35]=[CH:34][C:33]=3[F:39])[CH:26]=[N:25]2)[CH2:17][CH:18]2[CH2:23][CH2:22][O:21][CH2:20][CH2:19]2)=[N:10]1)(C)(C)C>C(O)C.Cl.C(OCC)(=O)C>[F:38][C:37]1[CH:36]=[CH:35][CH:34]=[C:33]([F:39])[C:32]=1[O:31][C:27]1[CH:26]=[N:25][N:24]([CH:16]([CH2:17][CH:18]2[CH2:23][CH2:22][O:21][CH2:20][CH2:19]2)[C:15]([NH:14][C:11]2[CH:12]=[CH:13][N:9]([CH2:8][CH2:7][OH:6])[N:10]=2)=[O:40])[C:29](=[O:30])[CH:28]=1. Procedure details: A solution of N-{1-[2-(tert-butyl-dimethyl-silanyloxy)-ethyl]-1H-pyrazol-3-yl}-2-[4-(2,6-difluoro-phenoxy)-6-oxo-6H-pyridazin-1-yl]-3-(tetrahydro-pyran-4-yl)-propionamide (540.6 mg, 0.89 mmol) in ethanol (4.5 mL) at 25° C. was treated with concentrated aqueous hydrochloric acid (9 drops). The reaction was stirred at 25° C. overnight. After this time, the reaction was diluted with ethyl acetate (150 mL) and was washed with a saturated aqueous sodium bicarbonate solution (2×100 mL), water (1×100 m... The reactants are FC=1C=C(C=CC1F)[N+](=O)[O-] (3,4-Difluoronitrobenzene), CNC (dimethyl amine), CCN(C(C)C)C(C)C (i-Pr2NEt), C(C)(=O)OCC (ethyl acetate). Run in Cl (HCl). Conditions: time 8 hour. Yields the product [N+](=O)([O-])NC1=CC=CC=C1 (Nitroaniline). RXN SMILES: FC1C=C([N+:9]([O-:11])=[O:10])C=CC=1F.C[NH:13][CH3:14].CCN([CH:21]([CH3:23])[CH3:22])C(C)C.[C:24](OCC)(=O)[CH3:25]>Cl>[N+:9]([NH:13][C:14]1[CH:22]=[CH:21][CH:23]=[CH:25][CH:24]=1)([O-:11])=[O:10]. Procedure: 3,4-Difluoronitrobenzene (3 mL, 27.1 mmol) was added to a solution of dimethyl amine (15 mL, 29.8 mmol) and i-Pr2NEt (5.2 ml, 29.8 mmol) in ethyl acetate (20 mL) at 0° C. and the mixture was stirred at room temperature overnight. The yellow solution was concentrated and redissolved in methylene chloride (100 mL) and then washed with water (50 mL). The aqueous layer was basified with KOH pellets and back extracted with methylene chloride (2×50 mL). The combined organic layer after evaporation aff... Reactants: Cl, NO, C1CCOC1, O=C(Cl)C=Cc1ccc(NS(=O)(=O)c2ccc(-c3ccccc3)cc2)cc1. Yields the product O=C(C=Cc1ccc(NS(=O)(=O)c2ccc(-c3ccccc3)cc2)cc1)NO. As a reaction SMILES: [ClH:1].[NH2:2][OH:3].[O:31]1[CH2:32][CH2:33][CH2:34][CH2:35]1.[c:4]1(-[c:25]2[cH:26][cH:27][cH:28][cH:29][cH:30]2)[cH:5][cH:6][c:7]([S:10](=[O:11])(=[O:12])[NH:13][c:14]2[cH:15][cH:16][c:17]([CH:20]=[CH:21][C:22](=[O:23])[Cl:24])[cH:18][cH:19]2)[cH:8][cH:9]1>>[NH:2]([OH:3])[C:22]([CH:21]=[CH:20][c:17]1[cH:16][cH:15][c:14]([NH:13][S:10]([c:7]2[cH:6][cH:5][c:4](-[c:25]3[cH:26][cH:27][cH:28][cH:29][cH:30]3)[cH:9][cH:8]2)(=[O:11])=[O:12])[cH:19][cH:18]1)=[O:23]. Product: C1CC12CN([C@@H](C2)C(=O)OC)C(=O)OC(C)(C)C ((S)-5-tert-butyl 6-methyl 5-azaspiro[2.4]heptane-5,6-dicarboxylate). Run at temperature 90 celsius. Procedure details: To a solution of (6S)-5-tert-butyl 6-methyl 1,1-dibromo-5-azaspiro[2.4]heptane-5,6-dicarboxylate (0.209 g, 0.506 mmol) in toluene (5 mL) was added tris(trimethylsilyl)-silane (0.47 mL, 1.518 mmol, 3.0 eq), followed by AIBN (8.3 mg, 0.0506 mmol, 0.1 eq). The mixture was degassed at 0° C. 3 times and then heated at 90° C. for 24 hours. The mixture was allowed to cool down and directly purified by flash column chromatography (silica, Hexanes-EtOAc) to afford the desired product as a colorless oil (... The yield is 69.0%. RXN SMILES: Br[C:2]1(Br)[C:4]2([CH2:8][C@@H:7]([C:9]([O:11][CH3:12])=[O:10])[N:6]([C:13]([O:15][C:16]([CH3:19])([CH3:18])[CH3:17])=[O:14])[CH2:5]2)[CH2:3]1.C[Si]([SiH]([Si](C)(C)C)[Si](C)(C)C)(C)C.CC(N=NC(C#N)(C)C)(C#N)C>C1(C)C=CC=CC=1>[CH2:3]1[C:4]2([CH2:8][C@@H:7]([C:9]([O:11][CH3:12])=[O:10])[N:6]([C:13]([O:15][C:16]([CH3:19])([CH3:18])[CH3:17])=[O:14])[CH2:5]2)[CH2:2]1. Starting materials: BrC1(CC12CN([C@@H](C2)C(=O)OC)C(=O)OC(C)(C)C)Br ((6S)-5-tert-butyl 6-methyl 1,1-dibromo-5-azaspiro[2.4]heptane-5,6-dicarboxylate), C[Si](C)(C)[SiH]([Si](C)(C)C)[Si](C)(C)C (tris(trimethylsilyl)-silane), CC(C)(C#N)N=NC(C)(C)C#N (AIBN). The solvent is C1(=CC=CC=C1)C (toluene). Starting materials: solid, Cl.Cl.Cl.O1CCC=2C(=NC=CC21)N2CCN(CC2)CC[C@@H]2CC[C@H](CC2)N (trans-4-{2-[4-(2,3-dihydrofuro[3,2-c]pyridin-4-yl)-piperazin-1-yl]-ethyl}-cyclohexanamine trihydrochloride), Cl.Cl.Cl.O1CCC=2C(=NC=CC21)N2CCN(CC2)CC[C@@H]2CC[C@H](CC2)N (trans-4-{2-[4-(2,3-dihydrofuro[3,2-c]pyridin-4-yl)-piperazin-1-yl]-ethyl}-cyclohexanamine trihydrochloride), O[C@H](CC(=O)OC)CC ((S)-methyl 3-hydroxy-pentanoate). Yields the product O1CCC=2C(=NC=CC21)N2CCN(CC2)CC[C@@H]2CC[C@H](CC2)NC(C[C@H](CC)O)=O ((S)-3-Hydroxy-pentanoic acid trans-(4-{2-[4-(2,3-dihydro-furo[3,2-c]pyridin-4-yl)-piperazin-1-yl]-ethyl}-cyclohexyl)-amide). RXN SMILES: Cl.Cl.Cl.[O:4]1[C:12]2[CH:11]=[CH:10][N:9]=[C:8]([N:13]3[CH2:18][CH2:17][N:16]([CH2:19][CH2:20][C@H:21]4[CH2:26][CH2:25][C@H:24]([NH2:27])[CH2:23][CH2:22]4)[CH2:15][CH2:14]3)[C:7]=2[CH2:6][CH2:5]1.[OH:28][C@@H:29]([CH2:35][CH3:36])[CH2:30][C:31](OC)=[O:32]>>[O:4]1[C:12]2[CH:11]=[CH:10][N:9]=[C:8]([N:13]3[CH2:18][CH2:17][N:16]([CH2:19][CH2:20][C@H:21]4[CH2:26][CH2:25][C@H:24]([NH:27][C:31](=[O:32])[CH2:30][C@@H:29]([OH:28])[CH2:35][CH3:36])[CH2:23][CH2:22]4)[CH2:15][CH2:14]3)[C:7]=2[CH2:6][CH2:5]1 |f:0.1.2.3|. Procedure details: The title compound, white solid (66 mg, 77%), MS (ISP) m/z=431.4 [(M+H)+], mp 158° C., was prepared in accordance with the general method of example 2 from trans-4-{2-[4-(2,3-dihydrofuro[3,2-c]pyridin-4-yl)-piperazin-1-yl]-ethyl}-cyclohexanamine trihydrochloride (intermediate C) (88 mg, 0.2 mmol) and (S)-methyl 3-hydroxy-pentanoate. Reactants: CC(C)(C)OC(=O)N1CCN(C(=O)C2CCNCC2)CC1, CC(C)(C)[O-], CCOCC, Fc1cnccc1I, [Na+], C1COCCO1, Cc1ccccc1P(c1ccccc1C)c1ccccc1C. Yields the product CC(C)(C)OC(=O)N1CCN(C(=O)C2CCN(c3ccncc3F)CC2)CC1. Reaction SMILES: [C:9]([CH3:10])([CH3:11])([CH3:12])[O:13][C:14](=[O:15])[N:16]1[CH2:17][CH2:18][N:19]([C:22](=[O:23])[CH:24]2[CH2:25][CH2:26][NH:27][CH2:28][CH2:29]2)[CH2:20][CH2:21]1.[CH3:30][C:31]([CH3:32])([O-:33])[CH3:34].[CH3:64][CH2:65][O:66][CH2:67][CH3:68].[F:1][c:2]1[cH:3][n:4][cH:5][cH:6][c:7]1[I:8].[Na+:35].[O:58]1[CH2:59][CH2:60][O:61][CH2:62][CH2:63]1.[c:36]1([CH3:37])[cH:38][cH:39][cH:40][cH:41][c:42]1[P:43]([c:44]1[cH:45][cH:46][cH:47][cH:48][c:49]1[CH3:50])[c:51]1[cH:52][cH:53][cH:54][cH:55][c:56]1[CH3:57]>>[F:1][c:2]1[cH:3][n:4][cH:5][cH:6][c:7]1[N:27]1[CH2:26][CH2:25][CH:24]([C:22]([N:19]2[CH2:18][CH2:17][N:16]([C:14]([O:13][C:9]([CH3:10])([CH3:11])[CH3:12])=[O:15])[CH2:21][CH2:20]2)=[O:23])[CH2:29][CH2:28]1.